Dataset: the Open Reaction Database (ORD), a public repository of structured organic reaction records. Task: describe an organic reaction: reactants, conditions, products, and yield The reactants are C1(=CC=CC=C1)COCCCCC=O (7-phenyl-6-oxaheptanal), BrC(F)(F)Br (dibromodifluoromethane), C1(=CC=CC=C1)P(C1=CC=CC=C1)C1=CC=CC=C1 (triphenylphosphine). The reagents and catalysts are [Zn] (zinc). Solvent: CC(=O)N(C)C (dimethylacetamide). Yields the product C1(=CC=CC=C1)COCCCCC=C(F)F (6,6-difluoro-5-hexenyl phenylmethyl ether). Reaction SMILES: [C:1]1([CH2:7][O:8][CH2:9][CH2:10][CH2:11][CH2:12][CH:13]=O)[CH:6]=[CH:5][CH:4]=[CH:3][CH:2]=1.Br[C:16](Br)([F:18])[F:17].C1(P(C2C=CC=CC=2)C2C=CC=CC=2)C=CC=CC=1>CC(N(C)C)=O.[Zn]>[C:1]1([CH2:7][O:8][CH2:9][CH2:10][CH2:11][CH2:12][CH:13]=[C:16]([F:18])[F:17])[CH:6]=[CH:5][CH:4]=[CH:3][CH:2]=1. Procedure: Another multi-step synthesis of ethers started with the reaction of a commercially available alkylene diol, e.g., 1,6-pentanediol, with an alkyl or aralkyl halide, e.g., phenylmethyl bromide, in the presence of potassium hydroxide in xylene solvent, yielding 7-phenyl-6-oxaheptan-1-ol (XVI). Oxidation of (XVI) with pyridinium chlorochromate produced the corresponding aldehyde, 7-phenyl-6-oxaheptanal (XVII). Reaction of (XVII) with dibromodifluoromethane, triphenylphosphine, and powdered zinc in d... Reactants: CCN=C=NCCCN(C)C, CCN(C(C)C)C(C)C, O=C(O)c1cc2cc(Cl)ncc2[nH]1, COCC(N)C(O)c1ccccc1, CN(C)C=O, On1nnc2ccccc21. Yields the product COCC(NC(=O)c1cc2cc(Cl)ncc2[nH]1)C(O)c1ccccc1. Reaction SMILES: [CH3:46][CH2:47][N:48]=[C:49]=[N:50][CH2:51][CH2:52][CH2:53][N:54]([CH3:55])[CH3:56].[CH:37]([N:38]([CH2:39][CH3:40])[CH:41]([CH3:42])[CH3:43])([CH3:44])[CH3:45].[Cl:1][c:2]1[cH:3][c:4]2[c:5]([cH:6][n:7]1)[nH:8][c:9]([C:11](=[O:12])[OH:13])[cH:10]2.[NH2:14][CH:15]([CH:16]([OH:17])[c:18]1[cH:19][cH:20][cH:21][cH:22][cH:23]1)[CH2:24][O:25][CH3:26].[O:57]=[CH:58][N:59]([CH3:60])[CH3:61].[OH:27][n:28]1[c:29]2[c:30]([cH:31][cH:32][cH:33][cH:34]2)[n:35][n:36]1>>[Cl:1][c:2]1[cH:3][c:4]2[c:5]([cH:6][n:7]1)[nH:8][c:9]([C:11](=[O:13])[NH:14][CH:15]([CH:16]([OH:17])[c:18]1[cH:19][cH:20][cH:21][cH:22][cH:23]1)[CH2:24][O:25][CH3:26])[cH:10]2. The reactants are CCOC(=O)C(C(=O)OCC)C(=O)c1ccc(C(C)(C)C)cc1, CCN(C(C)C)C(C)C, O=P(Cl)(Cl)Cl. Yields the product CCOC(=O)C(C(=O)OCC)=C(Cl)c1ccc(C(C)(C)C)cc1. As a reaction SMILES: [C:1]([CH3:2])([CH3:3])([CH3:4])[c:5]1[cH:6][cH:7][c:8]([C:9](=[O:10])[CH:11]([C:12](=[O:13])[O:14][CH2:15][CH3:16])[C:17](=[O:18])[O:19][CH2:20][CH3:21])[cH:22][cH:23]1.[CH:29]([N:30]([CH:31]([CH3:32])[CH3:33])[CH2:34][CH3:35])([CH3:36])[CH3:37].[P:24]([Cl:25])([Cl:26])([Cl:27])=[O:28]>>[C:1]([CH3:2])([CH3:3])([CH3:4])[c:5]1[cH:6][cH:7][c:8]([C:9](=[C:11]([C:12](=[O:13])[O:14][CH2:15][CH3:16])[C:17](=[O:18])[O:19][CH2:20][CH3:21])[Cl:26])[cH:22][cH:23]1. The reactants are O=O (O2), C(C#C)OCC(CO)O (3-(2-propynyloxy)-propane-1,2-diol). The reagents and catalysts are Cl[Cu] (CuCl). Run in [NH4+].[Cl-] (NH4Cl), [NH4+].[Cl-] (NH4Cl). Yields the product OC(COCC#CC#CCOCC(CO)O)CO (3-[6-(2,3-Dihydroxy-propoxy)-hexa-2,4-diynyloxy]-propane-1,2-diol). Isolated yield 75.9%. Reaction SMILES: O=O.[CH2:3]([O:6][CH2:7][CH:8]([OH:11])[CH2:9][OH:10])[C:4]#[CH:5]>Cl[Cu].[NH4+].[Cl-]>[OH:11][CH:8]([CH2:9][OH:10])[CH2:7][O:6][CH2:3][C:4]#[C:5][C:5]#[C:4][CH2:3][O:6][CH2:7][CH:8]([OH:11])[CH2:9][OH:10] |f:3.4|. Reported procedure: An aqueous NH4Cl solution was saturated at 5° C. CuCl (1.0 g, 18.7 mmol) was added to 20 ml of the saturated aqueous NH4Cl solution. The reaction vessel was filled with O2 and the mixture was vigorously stirred during the whole reaction time. 3-(2-propynyloxy)-propane-1,2-diol (4, 13.01 g, 100 mmol) was added at room temperature in 5 portions during 2.5 hours. The reaction mixture was stirred at 40° for 1 hour and then evaporated to dryness. The residue was dissolved in 50 ml CH3CN:H2O=1:1 and f... Starting materials: C(C)OP(OCC)(=O)CC1=C(C=CC=C1)CBr (diethyl[[2(bromomethyl)phenyl]methyl]phosphonate), Cl.COC(CN)=O (glycine methyl ester hydrochloride). Solvent: CO (methanol), C(C)N(CC)CC (triethylamine). Product: C(C)OP(=O)(OCC)CC1=C(C=CC=C1)CNCC(=O)OC (Methyl N[[2[(diethoxyphosphinyl)methyl]phenyl]methyl]glycinate). As a reaction SMILES: [CH2:1]([O:3][P:4]([CH2:9][C:10]1[CH:15]=[CH:14][CH:13]=[CH:12][C:11]=1[CH2:16]Br)(=[O:8])[O:5][CH2:6][CH3:7])[CH3:2].Cl.[CH3:19][O:20][C:21](=[O:24])[CH2:22][NH2:23]>CO.C(N(CC)CC)C>[CH2:1]([O:3][P:4]([CH2:9][C:10]1[CH:15]=[CH:14][CH:13]=[CH:12][C:11]=1[CH2:16][NH:23][CH2:22][C:21]([O:20][CH3:19])=[O:24])([O:5][CH2:6][CH3:7])=[O:8])[CH3:2] |f:1.2|. Procedure: A solution of the diethyl[[2(bromomethyl)phenyl]methyl]phosphonate (Example A) (0.9 g, 2.8 mmol) in methanol (25 ml) and triethylamine (5 ml) is treated with glycine methyl ester hydrochloride (0.71 g, 5.6 mmol) and heated at reflux in an oil bath for 19 hours. The solvent is removed in vacuo and the residue dissolved in water and extracted with chloroform. The chloroform layer is dried over magnesium sulfate, filtered, and evaporated. The oily residue is purified via silica gel chromatography (... The reactants are BrC1=CC(=C(C=C1)C(=O)N1CCC(CC1)N1CCCC1)S(=O)(=O)C ((4-bromo-2-methanesulfonyl-phenyl)-(4-pyrrolidin-1-yl-piperidin-1-yl)-methanone), BrC=1C(=C(C=CC1)C(=O)N1CCC(CC1)N1CCCC1)C ((3-bromo-2-methyl-phenyl)-(4-pyrrolidin-1-yl-piperidin-1-yl)-methanone), BrC1=CC(=C(C(=O)O)C=C1)S(=O)(=O)C (4-bromo-2-methanesulfonyl-benzoic acid), N1(CCCC1)C1CCNCC1 (4-pyrrolidin-1-yl-piperidine), FC(C=1C=C(C=CC1)B(O)O)(F)F (3-trifluoromethyl-phenyl boronic acid), P(=O)([O-])([O-])[O-].[K+].[K+].[K+] (potassium phosphate). Reagents/catalysts: [Pd].C1(=CC=CC=C1)P(C1=CC=CC=C1)C1=CC=CC=C1.C1(=CC=CC=C1)P(C1=CC=CC=C1)C1=CC=CC=C1.C1(=CC=CC=C1)P(C1=CC=CC=C1)C1=CC=CC=C1.C1(=CC=CC=C1)P(C1=CC=CC=C1)C1=CC=CC=C1 (tetrakis-(triphenylphosphine)-palladium). Solvent: CN(C)C=O (DMF). The product is CS(=O)(=O)C=1C=C(C=CC1C(=O)N1CCC(CC1)N1CCCC1)C1=CC(=CC=C1)C(F)(F)F ((3-Methanesulfonyl-3′-trifluoromethyl-biphenyl-4-yl)-(4-pyrrolidin-1-yl-piperidin-1-yl)-methanone). As a reaction SMILES: Br[C:2]1[CH:7]=[CH:6][C:5]([C:8]([N:10]2[CH2:15][CH2:14][CH:13]([N:16]3[CH2:20][CH2:19][CH2:18][CH2:17]3)[CH2:12][CH2:11]2)=[O:9])=[C:4]([S:21]([CH3:24])(=[O:23])=[O:22])[CH:3]=1.BrC1C=CC(C(O)=O)=C(S(C)(=O)=O)C=1.N1(C2CCNCC2)CCCC1.BrC1C(C)=C(C(N2CCC(N3CCCC3)CC2)=O)C=CC=1.[F:71][C:72]([F:83])([F:82])[C:73]1[CH:74]=[C:75](B(O)O)[CH:76]=[CH:77][CH:78]=1.P([O-])([O-])([O-])=O.[K+].[K+].[K+]>CN(C=O)C.[Pd].C1(P(C2C=CC=CC=2)C2C=CC=CC=2)C=CC=CC=1.C1(P(C2C=CC=CC=2)C2C=CC=CC=2)C=CC=CC=1.C1(P(C2C=CC=CC=2)C2C=CC=CC=2)C=CC=CC=1.C1(P(C2C=CC=CC=2)C2C=CC=CC=2)C=CC=CC=1>[CH3:24][S:21]([C:4]1[CH:3]=[C:2]([C:77]2[CH:76]=[CH:75][CH:74]=[C:73]([C:72]([F:83])([F:82])[F:71])[CH:78]=2)[CH:7]=[CH:6][C:5]=1[C:8]([N:10]1[CH2:15][CH2:14][CH:13]([N:16]2[CH2:20][CH2:19][CH2:18][CH2:17]2)[CH2:12][CH2:11]1)=[O:9])(=[O:23])=[O:22] |f:5.6.7.8,10.11.12.13.14|. Procedure details: In analogy to the procedure described in example 1, (4-bromo-2-methanesulfonyl-phenyl)-(4-pyrrolidin-1-yl-piperidin-1-yl)-methanone (prepared from 4-bromo-2-methanesulfonyl-benzoic acid and 4-pyrrolidin-1-yl-piperidine in analogy to the procedure described for the preparation of intermediate 2) was reacted with 3-trifluoromethyl-phenyl boronic acid, potassium phosphate solution and tetrakis-(triphenylphosphine)-palladium in DMF at 80° C. to give the title compound as light yellow oil. MS: 481.2 ... Reactants: C(C)(C)N(CC)C(C)C (Diisopropylethylamine), CN(CC[C@@H](C=1SC=CC1)OC1=CC=CC2=CC=CC=C12)C ((S)—N,N-dimethyl-3-(1-naphthyloxy)-3-(2-thienyl)-propanamine), Cl (hydrochloric acid), solution, C(O)([O-])=O.[Na+] (sodium hydrogencarbonate), Cl (HCl). The solvent is C1(=CC=CC=C1)C (toluene), C1(=CC=CC=C1)OC(=O)Cl (phenylchloroformate), O (water), C(C)C(=O)C (ethylmethylketone). Conditions: temperature 80 celsius, time 2 hour. Product: CNCC[C@@H](C1=CC=CS1)OC=2C=CC=C3C2C=CC=C3.Cl (duloxetine hydrochloride). RXN SMILES: C(N(C(C)C)CC)(C)C.[CH3:10][N:11](C)[CH2:12][CH2:13][C@H:14]([O:20][C:21]1[C:30]2[C:25](=[CH:26][CH:27]=[CH:28][CH:29]=2)[CH:24]=[CH:23][CH:22]=1)[C:15]1[S:16][CH:17]=[CH:18][CH:19]=1.[ClH:32].C(=O)([O-])O.[Na+]>C1(C)C=CC=CC=1.C1(OC(Cl)=O)C=CC=CC=1.C(C(C)=O)C.O>[CH3:10][NH:11][CH2:12][CH2:13][C@H:14]([O:20][C:21]1[CH:22]=[CH:23][CH:24]=[C:25]2[CH:26]=[CH:27][CH:28]=[CH:29][C:30]=12)[C:15]1[S:16][CH:17]=[CH:18][CH:19]=1.[ClH:32] |f:3.4,9.10|. Reported procedure: Diisopropylethylamine (210 ml) is added to a solution of (S)—N,N-dimethyl-3-(1-naphthyloxy)-3-(2-thienyl)-propanamine (311 g; 99.6% ee) in toluene (1200 ml) and phenylchloroformate (150 ml) is then added at 60° C. After two hours of stirring at 80° C., the mixture is cooled down, shaken with a diluted solution of hydrochloric acid, water and a 2% solution of sodium hydrogencarbonate. The organic phase is dried with sodium sulfate and evaporated. The evaporation residue is dissolved in ethanol (3...